From a dataset of the Open Reaction Database (ORD), a public repository of structured organic reaction records. describe an organic reaction: reactants, conditions, products, and yield Reactants: CCO, [K+], Nc1nc(N)nc(Cl)n1, C1CC2(CCN1)OCCO2, C1COCCO1, [OH-], O. Yields the product Nc1nc(N)nc(N2CCC3(CC2)OCCO3)n1. Reaction SMILES: [CH3:28][CH2:29][OH:30].[K+:21].[NH2:1][c:2]1[n:3][c:4]([Cl:9])[n:5][c:6]([NH2:8])[n:7]1.[O:10]1[CH2:11][CH2:12][O:13][C:14]12[CH2:15][CH2:16][NH:17][CH2:18][CH2:19]2.[O:22]1[CH2:23][CH2:24][O:25][CH2:26][CH2:27]1.[OH-:20].[OH2:31]>>[NH2:1][c:2]1[n:3][c:4]([N:17]2[CH2:16][CH2:15][C:14]3([O:10][CH2:11][CH2:12][O:13]3)[CH2:19][CH2:18]2)[n:5][c:6]([NH2:8])[n:7]1. The reactants are [BH4-], CO, Cn1nc(C(F)F)c(C=O)c1Cl, [Na+], O. Product: Cn1nc(C(F)F)c(CO)c1Cl. Reaction SMILES: [BH4-:13].[CH3:16][OH:17].[Cl:1][c:2]1[c:3]([CH:11]=[O:12])[c:4]([CH:8]([F:9])[F:10])[n:5][n:6]1[CH3:7].[Na+:14].[OH2:15]>>[Cl:1][c:2]1[c:3]([CH2:11][OH:12])[c:4]([CH:8]([F:9])[F:10])[n:5][n:6]1[CH3:7].